Task: describe an organic reaction: reactants, conditions, products, and yield. Dataset: the Open Reaction Database (ORD), a public repository of structured organic reaction records Reactants: O1CCOC12CC=C(CC2)C=2C=NN(C2)COCC[Si](C)(C)C (4-(1,4-Dioxaspiro[4.5]dec-7-en-8-yl)-1-((2-(trimethylsilyl)ethoxy)methyl)-1H-pyrazole). Run in CCOC(=O)C (EtOAc). Reaction conditions: time 18 hour. Product: O1CCOC12CCC(CC2)C=2C=NN(C2)COCC[Si](C)(C)C (4-(1,4-dioxaspiro[4.5]decan-8-yl)-1-((2-(trimethylsilyl)ethoxy)methyl)-1H-pyrazole). Isolated yield 96.4%. RXN SMILES: [O:1]1[C:5]2([CH2:10][CH2:9][C:8]([C:11]3[CH:12]=[N:13][N:14]([CH2:16][O:17][CH2:18][CH2:19][Si:20]([CH3:23])([CH3:22])[CH3:21])[CH:15]=3)=[CH:7][CH2:6]2)[O:4][CH2:3][CH2:2]1>CCOC(C)=O>[O:4]1[C:5]2([CH2:6][CH2:7][CH:8]([C:11]3[CH:12]=[N:13][N:14]([CH2:16][O:17][CH2:18][CH2:19][Si:20]([CH3:23])([CH3:22])[CH3:21])[CH:15]=3)[CH2:9][CH2:10]2)[O:1][CH2:2][CH2:3]1. Procedure: 4-(1,4-Dioxaspiro[4.5]dec-7-en-8-yl)-1-((2-(trimethylsilyl)ethoxy)methyl)-1H-pyrazole (505 μmol, 170 mg) was dissolved in 10 mL EtOAc in a 50 mL roundbottom flask. The flask was flushed with argon and 5% palladium on carbon (50 mg) was added. The flask was sealed, degassed under vacuum, and hydrogen gas was added with a balloon. The reaction mixture was stirred at room temperature under hydrogen atmosphere for 18 hours. The reaction was then filtered through celite to yield 4-(1,4-dioxaspiro[4.5... Starting materials: OC1CCC(CC1)(C)NC(OC(C)(C)C)=O (tert-butyl N-(4-hydroxy-1-methylcyclohexyl)carbamate), [H-].[Na+] (sodium hydride), [Si](C)(C)(C(C)(C)C)OC[C@@H]1C=2C=3C(=NC=NC3SC2CC1)Cl ((3S)-3-[[(tert-butyldimethylsilyl)oxy]methyl]-12-chloro-7-thia-9,11-diazatricyclo[6.4.0.0[2,6]]dodeca-1(8),2(6),9,11-tetraene). Run in C1CCOC1 (THF). Conditions: time 0.5 hour. Yields the product [Si](C)(C)(C(C)(C)C)OC[C@@H]1C=2C=3C(=NC=NC3SC2CC1)OC1CCC(CC1)(C)NC(OC(C)(C)C)=O (tert-butyl N-(4-[[(3S)-3-[[(tert-butyldimethylsilyl)oxy]methyl]-7-thia-9,11-diazatricyclo[6.4.0.0[2,6]]dodeca-1(8),2(6),9,11-tetraen-12-yl]oxy]-1-methylcyclohexyl)carbamate). The yield is 71.8%. RXN SMILES: [OH:1][CH:2]1[CH2:7][CH2:6][C:5]([NH:9][C:10](=[O:16])[O:11][C:12]([CH3:15])([CH3:14])[CH3:13])([CH3:8])[CH2:4][CH2:3]1.[H-].[Na+].[Si:19]([O:26][CH2:27][C@H:28]1[CH2:39][CH2:38][C:37]2[S:36][C:35]3[N:34]=[CH:33][N:32]=[C:31](Cl)[C:30]=3[C:29]1=2)([C:22]([CH3:25])([CH3:24])[CH3:23])([CH3:21])[CH3:20]>C1COCC1>[Si:19]([O:26][CH2:27][C@H:28]1[CH2:39][CH2:38][C:37]2[S:36][C:35]3[N:34]=[CH:33][N:32]=[C:31]([O:1][CH:2]4[CH2:7][CH2:6][C:5]([NH:9][C:10](=[O:16])[O:11][C:12]([CH3:15])([CH3:14])[CH3:13])([CH3:8])[CH2:4][CH2:3]4)[C:30]=3[C:29]1=2)([C:22]([CH3:25])([CH3:23])[CH3:24])([CH3:21])[CH3:20] |f:1.2|. Procedure details: To a solution of tert-butyl N-(4-hydroxy-1-methylcyclohexyl)carbamate (700 mg, 3.05 mmol, 1.00 equiv) in anhydrous THF (10 mL) was added sodium hydride (60% dispersion in mineral oil, 600 mg, 15.00 mmol, 4.91 equiv) at 0° C. under nitrogen. The resulting solution was stirred for 0.5 h at room temperature. To this was added (3S)-3-[[(tert-butyldimethylsilyl)oxy]methyl]-12-chloro-7-thia-9,11-diazatricyclo[6.4.0.0[2,6]]dodeca-1(8),2(6),9,11-tetraene (1.18 g, 3.32 mmol, 1.09 equiv) and stirring was ... Reactants: CC(=O)O, Cc1ccc2c(c1)CCC2, Cl. Product: O=Cc1ccc2c(c1)CCC2. RXN SMILES: [CH3:11][C:12]([OH:13])=[O:14].[CH3:1][c:2]1[cH:3][c:4]2[c:8]([cH:9][cH:10]1)[CH2:7][CH2:6][CH2:5]2.[ClH:15]>>[CH:1]([c:2]1[cH:3][c:4]2[c:8]([cH:9][cH:10]1)[CH2:7][CH2:6][CH2:5]2)=[O:13].